This data is from the Open Reaction Database (ORD), a public repository of structured organic reaction records. The task is: describe an organic reaction: reactants, conditions, products, and yield Starting materials: C(#N)[BH3-].[Na+] (sodium cyanoborohydride), N[C@H](CO)C(=O)O (D-serine), C(C1=CC=CC=C1)=O (benzaldehyde). Solvent: CO (methanol). Conditions: temperature 0 celsius. Product: C(C1=CC=CC=C1)N[C@H](CO)C(=O)O (N-Benzyl-D-serine). Isolated yield 7.3%. As a reaction SMILES: [NH2:1][C@@H:2]([C:5]([OH:7])=[O:6])[CH2:3][OH:4].C([BH3-])#N.[Na+].[CH:12](=O)[C:13]1[CH:18]=[CH:17][CH:16]=[CH:15][CH:14]=1>CO>[CH2:12]([NH:1][C@@H:2]([C:5]([OH:7])=[O:6])[CH2:3][OH:4])[C:13]1[CH:18]=[CH:17][CH:16]=[CH:15][CH:14]=1 |f:1.2|. Procedure details: To a mixture of D-serine (25.0 g, 0.237 mol) and 200 mL anhydrous methanol was added sodium cyanoborohydride (11.95 g, 0.190 mol), while maintaining the temperature at 0° C. with an ice bath. Then, benzaldehyde (26.5 mL, 0.261 mol) was added to the reaction flask, dropwise, at 30° C. The mixture was stirred for 60 Hr. at room temperature. Then, the mixture was filtered and rinsed with methanol (50 mL). The white solid was dried in a vacuum oven at 40° C. and 10 mmHg over 2 nights: 24.5 g. The fi... Starting materials: C1CCNC1, CC#N, COc1ccc2c(c1)CN(C(=O)CCl)N=C2Cc1c(Cl)cncc1Cl, ClC(Cl)Cl. Yields the product COc1ccc2c(c1)CN(C(=O)CN1CCCC1)N=C2Cc1c(Cl)cncc1Cl. Reaction SMILES: [CH2:26]1[CH2:27][CH2:28][NH:29][CH2:30]1.[CH3:31][C:32]#[N:33].[Cl:1][CH2:2][C:3](=[O:4])[N:5]1[CH2:6][c:7]2[cH:8][c:9]([O:24][CH3:25])[cH:10][cH:11][c:12]2[C:13]([CH2:15][c:16]2[c:17]([Cl:23])[cH:18][n:19][cH:20][c:21]2[Cl:22])=[N:14]1.[Cl:34][CH:35]([Cl:36])[Cl:37]>>[CH2:2]([C:3](=[O:4])[N:5]1[CH2:6][c:7]2[cH:8][c:9]([O:24][CH3:25])[cH:10][cH:11][c:12]2[C:13]([CH2:15][c:16]2[c:17]([Cl:23])[cH:18][n:19][cH:20][c:21]2[Cl:22])=[N:14]1)[N:29]1[CH2:28][CH2:27][CH2:26][CH2:30]1. The reactants are CS(=O)(=O)N (methanesulfonamide), [H-].[Na+] (sodium hydride), FC1=C(C=C(C=C1)C1NC2=CC=C(C=C2CC1(C)C)C(=O)O)N1CCOCC1 (2-(4-fluoro-3-morpholin-4-yl-phenyl)-3,3-dimethyl-1,2,3,4-tetrahydro-quinoline-6-carboxylic acid), C(=O)(N1C=NC=C1)N1C=NC=C1 (1,1′-carbonyldiimidazole), CS(=O)(=O)N (methanesulfonamide), [H-].[Na+] (sodium hydride). Run in CN(C=O)C (N,N-dimethylformamide), CN(C=O)C (N,N-dimethylformamide), CN(C=O)C (N,N-dimethylformamide). Run at temperature 25 celsius, time 1 hour. Yields the product FC1=C(C=C(C=C1)C1NC2=CC=C(C=C2CC1(C)C)C(=O)NS(=O)(=O)C)N1CCOCC1 (N-[2-(4-fluoro-3-morpholin-4-yl-phenyl)-3,3-dimethyl-1,2,3,4-tetrahydro-quinoline-6-carbonyl]-methanesulfonamide). Isolated yield 25.2%. Reaction SMILES: [CH3:1][S:2]([NH2:5])(=[O:4])=[O:3].[H-].[Na+].[F:8][C:9]1[CH:14]=[CH:13][C:12]([CH:15]2[C:24]([CH3:26])([CH3:25])[CH2:23][C:22]3[C:17](=[CH:18][CH:19]=[C:20]([C:27](O)=[O:28])[CH:21]=3)[NH:16]2)=[CH:11][C:10]=1[N:30]1[CH2:35][CH2:34][O:33][CH2:32][CH2:31]1.C(N1C=CN=C1)(N1C=CN=C1)=O>CN(C)C=O>[F:8][C:9]1[CH:14]=[CH:13][C:12]([CH:15]2[C:24]([CH3:26])([CH3:25])[CH2:23][C:22]3[C:17](=[CH:18][CH:19]=[C:20]([C:27]([NH:5][S:2]([CH3:1])(=[O:4])=[O:3])=[O:28])[CH:21]=3)[NH:16]2)=[CH:11][C:10]=1[N:30]1[CH2:31][CH2:32][O:33][CH2:34][CH2:35]1 |f:1.2|. Procedure: To a suspension of methanesulfonamide (150 mg, 1.55 mmol) in N,N-dimethylformamide (3 mL) was added sodium hydride (62 mg, 1.55 mmol). The resulting mixture was stirred at 25° C. for 1 h. A solution of 2-(4-fluoro-3-morpholin-4-yl-phenyl)-3,3-dimethyl-1,2,3,4-tetrahydro-quinoline-6-carboxylic acid (120 mg, 0.31 mmol) and 1,1′-carbonyldiimidazole (100 mg, 0.62 mmol) in N,N-dimethylformamide (3 mL) was stirred at 70° C. for 1 h. Then the above suspension of methanesulfonamide and sodium hydride in...